This data is from the Open Reaction Database (ORD), a public repository of structured organic reaction records. The task is: describe an organic reaction: reactants, conditions, products, and yield Starting materials: C(=O)(OC(C)(C)C)N1C[C@H](CC1)N(C(C(CO)(C)C)=O)C1CCC(CC1)(C)C ((3S)-1-Boc-3-[(4,4-dimethylcyclohexyl)(3-hydroxy-2,2-dimethylpropanoyl)amino]pyrrolidine), [H-].[Na+] (NaH), IC (iodomethane). The solvent is C1CCOC1 (THF). Run at time 2 hour. Yields the product C(=O)(OC(C)(C)C)N1C[C@H](CC1)N(C1CCC(CC1)(C)C)C(C(COC)(C)C)=O ((3S)-1-Boc-3-{[3-(methoxy)-2,2-dimethylpropanoyl](4,4-dimethylcyclohexyl)amino}pyrrolidine). Yield: 94.5%. Reaction SMILES: [C:1]([N:8]1[CH2:12][CH2:11][C@H:10]([N:13]([CH:21]2[CH2:26][CH2:25][C:24]([CH3:28])([CH3:27])[CH2:23][CH2:22]2)[C:14](=[O:20])[C:15]([CH3:19])([CH3:18])[CH2:16][OH:17])[CH2:9]1)([O:3][C:4]([CH3:7])([CH3:6])[CH3:5])=[O:2].[H-].[Na+].I[CH3:32]>C1COCC1>[C:1]([N:8]1[CH2:12][CH2:11][C@H:10]([N:13]([C:14](=[O:20])[C:15]([CH3:19])([CH3:18])[CH2:16][O:17][CH3:32])[CH:21]2[CH2:26][CH2:25][C:24]([CH3:28])([CH3:27])[CH2:23][CH2:22]2)[CH2:9]1)([O:3][C:4]([CH3:5])([CH3:6])[CH3:7])=[O:2] |f:1.2|. Reported procedure: To a solution of (3S)-1-Boc-3-[(4,4-dimethylcyclohexyl)(3-hydroxy-2,2-dimethylpropanoyl)amino]pyrrolidine (800 mg, 2.02 mmol) prepared in Step B of Example A8 in THF was added NaH (73 mg, 3.03 mmol) and iodomethane (430 mg, 3.03 mmol) at 0° C., and the solution was stirred at rt for 2 h. After the reaction finished, the solution was concentrated in vacuo, extracted with 1N-HCl and EtOAc. The organic layer was washed with brine, dried over MgSO4, and concentrated in vacuo. The residue was purifie... Solvent: CN(C=O)C (N,N-dimethylformamide). Reaction SMILES: [CH3:1][S-:2].[Na+].[OH:4][C:5]([C:8]1[N:9]=[C:10]([CH2:55]OS(C)(=O)=O)[N:11]([CH2:18][C:19]2[CH:24]=[CH:23][C:22]([C:25]3[CH:30]=[CH:29][CH:28]=[CH:27][C:26]=3[C:31]3[N:35]([C:36]([C:49]4[CH:54]=[CH:53][CH:52]=[CH:51][CH:50]=4)([C:43]4[CH:48]=[CH:47][CH:46]=[CH:45][CH:44]=4)[C:37]4[CH:42]=[CH:41][CH:40]=[CH:39][CH:38]=4)[N:34]=[N:33][N:32]=3)=[CH:21][CH:20]=2)C=1C(OCC)=O)([CH3:7])[CH3:6].[C:61]([O:64][CH2:65][CH3:66])(=[O:63])[CH3:62].O>CN(C)C=O>[OH:4][C:5]([C:8]1[N:9]=[C:10]([CH2:55][S:2][CH3:1])[N:11]([CH2:18][C:19]2[CH:20]=[CH:21][C:22]([C:25]3[CH:30]=[CH:29][CH:28]=[CH:27][C:26]=3[C:31]3[N:35]([C:36]([C:49]4[CH:54]=[CH:53][CH:52]=[CH:51][CH:50]=4)([C:43]4[CH:48]=[CH:47][CH:46]=[CH:45][CH:44]=4)[C:37]4[CH:42]=[CH:41][CH:40]=[CH:39][CH:38]=4)[N:34]=[N:33][N:32]=3)=[CH:23][CH:24]=2)[C:62]=1[C:61]([O:64][CH2:65][CH3:66])=[O:63])([CH3:7])[CH3:6] |f:0.1|. Yields the product OC(C)(C)C=1N=C(N(C1C(=O)OCC)CC1=CC=C(C=C1)C1=C(C=CC=C1)C1=NN=NN1C(C1=CC=CC=C1)(C1=CC=CC=C1)C1=CC=CC=C1)CSC (Ethyl 4-(1-hydroxy-1-methylethyl)-2-methylthiomethyl-1-{4-[2-(trityltetrazol-5-yl)phenyl]phenyl}methylimidazole-5-carboxylate). Reactants: C[S-].[Na+] (sodium methanethiolate), OC(C)(C)C=1N=C(N(C1C(=O)OCC)CC1=CC=C(C=C1)C1=C(C=CC=C1)C1=NN=NN1C(C1=CC=CC=C1)(C1=CC=CC=C1)C1=CC=CC=C1)COS(=O)(=O)C (ethyl 4-(1-hydroxy-1-methylethyl)-2-methanesulfonyloxymethyl-1-{4-[2-(trityltetrazol-5-yl)phenyl]phenyl}methylimidazole-5-carboxylate), C(C)(=O)OCC (ethyl acetate), O (water). Reported procedure: 50.3 ml of sodium methanethiolate were added to a solution of 610 mg of ethyl 4-(1-hydroxy-1-methylethyl)-2-methanesulfonyloxymethyl-1-{4-[2-(trityltetrazol-5-yl)phenyl]phenyl}methylimidazole-5-carboxylate [prepared as described in step (c) above] in 6 ml of N,N-dimethylformamide. The mixture was stirred at room temperature for 45 minutes, after which it was mixed with ethyl acetate and water. The ethyl acetate layer was separated, dried over anhydrous magnesium sulfate and then concentrated by ... Reaction conditions: time 45 minute. Starting materials: ClC=1C=CC2=C(C(=C(O2)C(C2CCCCC2)Cl)C)C1 (5-chloro-2-[chloro(cyclohexyl)methyl]-3-methyl-1-benzofuran), Cl (Hydrochloric acid), NC1=CC=C(C=C1)C(=O)NCCC(=O)OCC (ethyl 3-{[(4-aminophenyl)carbonyl]amino}propanoate), [I-].[Na+] (sodium iodide), C([O-])([O-])=O.[Na+].[Na+] (sodium carbonate). Run in C(C)O (ethanol), O1CCCC1 (tetrahydrofuran), CN(C=O)C (N,N-dimethylformamide). Run at temperature 80 celsius, time 8 hour. Yields the product ClC=1C=CC2=C(C(=C(O2)C(C2CCCCC2)NC2=CC=C(C=C2)C(=O)NCCC(=O)O)C)C1 (3-{[(4-{[(5-chloro-3-methyl-1-benzofuran-2-yl)(cyclohexyl)methyl]amino}phenyl)carbonyl]amino}propanoic acid). Yield: 31.0%. RXN SMILES: [Cl:1][C:2]1[CH:3]=[CH:4][C:5]2[O:9][C:8]([CH:10](Cl)[CH:11]3[CH2:16][CH2:15][CH2:14][CH2:13][CH2:12]3)=[C:7]([CH3:18])[C:6]=2[CH:19]=1.[NH2:20][C:21]1[CH:26]=[CH:25][C:24]([C:27]([NH:29][CH2:30][CH2:31][C:32]([O:34]CC)=[O:33])=[O:28])=[CH:23][CH:22]=1.[I-].[Na+].C(=O)([O-])[O-].[Na+].[Na+].Cl>C(O)C.O1CCCC1.CN(C)C=O>[Cl:1][C:2]1[CH:3]=[CH:4][C:5]2[O:9][C:8]([CH:10]([NH:20][C:21]3[CH:22]=[CH:23][C:24]([C:27]([NH:29][CH2:30][CH2:31][C:32]([OH:34])=[O:33])=[O:28])=[CH:25][CH:26]=3)[CH:11]3[CH2:16][CH2:15][CH2:14][CH2:13][CH2:12]3)=[C:7]([CH3:18])[C:6]=2[CH:19]=1 |f:2.3,4.5.6|. Procedure: A mixture of 5-chloro-2-[chloro(cyclohexyl)methyl]-3-methyl-1-benzofuran (270 mg) synthesized above, ethyl 3-{[(4-aminophenyl)carbonyl]amino}propanoate (215 mg) synthesized in Example 1(2), sodium iodide (204 mg), sodium carbonate (144 mg) and N,N-dimethylformamide (10 mL) was stirred overnight at 80° C. 1N Hydrochloric acid was added to quench the reaction, and the mixture was extracted with ethyl acetate. The extract was washed with saturated aqueous sodium hydrogen carbonate solution and satu... The reactants are ClCCl, O=C1CCC(=O)N1Br, COC(=O)c1ccc(CO)cc1C, c1ccc(P(c2ccccc2)c2ccccc2)cc1. Product: COC(=O)c1ccc(CBr)cc1C. RXN SMILES: [Cl:41][CH2:42][Cl:43].[O:33]=[C:34]1[N:35]([Br:40])[C:36](=[O:37])[CH2:38][CH2:39]1.[OH:1][CH2:2][c:3]1[cH:4][c:5]([CH3:13])[c:6]([C:7](=[O:8])[O:9][CH3:10])[cH:11][cH:12]1.[c:14]1([P:15]([c:16]2[cH:17][cH:18][cH:19][cH:20][cH:21]2)[c:22]2[cH:23][cH:24][cH:25][cH:26][cH:27]2)[cH:28][cH:29][cH:30][cH:31][cH:32]1>>[CH2:2]([c:3]1[cH:4][c:5]([CH3:13])[c:6]([C:7](=[O:8])[O:9][CH3:10])[cH:11][cH:12]1)[Br:40]. Starting materials: Cl.NCC1=CC(=C(C(=C1)F)NS(=O)(=O)C)C#C (N-(4-Aminomethyl-2-ethynyl-6-fluoro-phenyl)-methanesulfonamide HCl salt), ClC1=NC(=CC=C1C=CC(=O)O)C(F)(F)F (3-(2-chloro-6-trifluoromethyl-pyridin-3-yl)-acrylic acid). The product is ClC1=NC(=CC=C1C=CC(=O)NCC1=CC(=C(C(=C1)F)NS(=O)(=O)C)C#C)C(F)(F)F (3-(2-Chloro-6-trifluoromethyl-pyridin-3-yl)-N-(3-ethynyl-5-fluoro-4-methanesulfonylamino-benzyl)-acrylamide). The yield is 89.9%. Reaction SMILES: Cl.[NH2:2][CH2:3][C:4]1[CH:9]=[C:8]([F:10])[C:7]([NH:11][S:12]([CH3:15])(=[O:14])=[O:13])=[C:6]([C:16]#[CH:17])[CH:5]=1.[Cl:18][C:19]1[C:24]([CH:25]=[CH:26][C:27](O)=[O:28])=[CH:23][CH:22]=[C:21]([C:30]([F:33])([F:32])[F:31])[N:20]=1>>[Cl:18][C:19]1[C:24]([CH:25]=[CH:26][C:27]([NH:2][CH2:3][C:4]2[CH:9]=[C:8]([F:10])[C:7]([NH:11][S:12]([CH3:15])(=[O:14])=[O:13])=[C:6]([C:16]#[CH:17])[CH:5]=2)=[O:28])=[CH:23][CH:22]=[C:21]([C:30]([F:31])([F:32])[F:33])[N:20]=1 |f:0.1|. Procedure details: N-(4-Aminomethyl-2-ethynyl-6-fluoro-phenyl)-methanesulfonamide HCl salt (228 mg, 0.795 mmol) was reacted with 3-(2-chloro-6-trifluoromethyl-pyridin-3-yl)-acrylic acid (200 mg, 0.795 mmol) to give the title compound (340 mg, 90%). Starting materials: CS(C)=O, N#Cc1c(F)cccc1F, Nc1c(F)cccc1F. The product is N#Cc1c(F)cccc1Nc1c(F)cccc1F. RXN SMILES: [CH3:20][S:21](=[O:22])[CH3:23].[F:10][c:11]1[c:12]([C:13]#[N:14])[c:15]([F:19])[cH:16][cH:17][cH:18]1.[F:1][c:2]1[c:3]([NH2:4])[c:5]([F:9])[cH:6][cH:7][cH:8]1>>[F:1][c:2]1[c:3]([NH:4][c:15]2[c:12]([C:13]#[N:14])[c:11]([F:10])[cH:18][cH:17][cH:16]2)[c:5]([F:9])[cH:6][cH:7][cH:8]1. The reactants are ClC(=O)OC1=CC=CC=C1 (phenyl chloroformate), C(#N)C=1C=C2C(C(NC2=CC1)=O)(C=1C(=NC=CC1)OCC)O ((±)-5-cyano-3-hydroxy-3-(2-ethoxypyridin-3-yl)-1,3-dihydroindol-2-one), ClCCl.CO (dichloromethane methanol). Run in N1=CC=CC=C1 (pyridine). Run at time 2 hour. Product: C(#N)C=1C=C2C(C(N(C2=CC1)C(=O)OC1=CC=CC=C1)=O)(OC(=O)OC1=CC=CC=C1)C=1C(=NC=CC1)OCC (phenyl 5-cyano-3-(2-ethoxypyridin-3-yl)-2-oxo-3-[(phenoxycarbonyl)-oxy]indoline-1-carboxylate). The yield is 87.0%. Reaction SMILES: Cl[C:2]([O:4][C:5]1[CH:10]=[CH:9][CH:8]=[CH:7][CH:6]=1)=[O:3].[C:11]([C:13]1[CH:14]=[C:15]2[C:19](=[CH:20][CH:21]=1)[NH:18][C:17](=[O:22])[C:16]2([OH:32])[C:23]1[C:24]([O:29][CH2:30][CH3:31])=[N:25][CH:26]=[CH:27][CH:28]=1)#[N:12].ClCCl.[CH3:36][OH:37]>N1C=CC=CC=1>[C:11]([C:13]1[CH:14]=[C:15]2[C:19](=[CH:20][CH:21]=1)[N:18]([C:2]([O:4][C:5]1[CH:10]=[CH:9][CH:8]=[CH:7][CH:6]=1)=[O:3])[C:17](=[O:22])[C:16]2([C:23]1[C:24]([O:29][CH2:30][CH3:31])=[N:25][CH:26]=[CH:27][CH:28]=1)[O:32][C:36]([O:4][C:5]1[CH:10]=[CH:9][CH:8]=[CH:7][CH:6]=1)=[O:37])#[N:12] |f:2.3|. Reported procedure: 4.63 ml (36.98 mmol) of phenyl chloroformate were slowly added dropwise, undiluted, at the preset temperature to a suspension, cooled to 0° C., of 5.20 g (17.61 mmol) of (±)-5-cyano-3-hydroxy-3-(2-ethoxypyridin-3-yl)-1,3-dihydroindol-2-one from example 1.2 in 100 ml of pyridine. After the reaction mixture had thawed to room temperature it was stirred for 2 hours. The progress of the reaction was followed by thin-layer chromatography (silica gel, dichloromethane/methanol 9:1). Excess pyridine was... The reactants are O=C([O-])[O-], CCN(CC)C(=O)NC1CC2c3cccc4[nH]c(C5SCCS5)c(c34)CC2N(C)C1, ClC(Cl)Cl, [K+], [K+], O, O=S(=O)(Cl)Cl. Yields the product CCN(CC)C(=O)NC1CC2c3cccc4[nH]c(C=O)c(c34)CC2N(C)C1. RXN SMILES: [C:37](=[O:38])([O-:39])[O-:40].[CH2:1]([CH3:2])[N:3]([C:4](=[O:5])[NH:6][CH:7]1[CH2:8][N:9]([CH3:28])[CH:10]2[CH2:11][c:12]3[c:13]([CH:23]4[S:24][CH2:25][CH2:26][S:27]4)[nH:14][c:15]4[cH:16][cH:17][cH:18][c:19]([c:22]34)[CH:20]2[CH2:21]1)[CH2:29][CH3:30].[CH:43]([Cl:44])([Cl:45])[Cl:46].[K+:41].[K+:42].[OH2:31].[S:32](=[O:33])([Cl:34])([Cl:35])=[O:36]>>[CH2:1]([CH3:2])[N:3]([C:4](=[O:5])[NH:6][CH:7]1[CH2:8][N:9]([CH3:28])[CH:10]2[CH2:11][c:12]3[c:13]([CH:23]=[O:33])[nH:14][c:15]4[cH:16][cH:17][cH:18][c:19]([c:22]34)[CH:20]2[CH2:21]1)[CH2:29][CH3:30]. Reactants: CC1=CC=CC(=C1C(=O)O)NC([C@@H](N)C(C)C)=O (6-methyl-2-(L-valylamino)benzoic acid), C1=CC=CC=2C3=CC=CC=C3C(C12)C(=O)NCC(=O)O (N-(9-fluorenylcarbonyl)glycine). Reaction SMILES: [CH3:1][C:2]1[C:7]([C:8]([OH:10])=[O:9])=[C:6]([NH:11][C:12](=[O:18])[C@H:13]([CH:15]([CH3:17])[CH3:16])[NH2:14])[CH:5]=[CH:4][CH:3]=1.[CH:19]1[C:31]2[CH:30]([C:32]([NH:34][CH2:35][C:36](O)=[O:37])=[O:33])[C:29]3[C:24](=[CH:25][CH:26]=[CH:27][CH:28]=3)[C:23]=2[CH:22]=[CH:21][CH:20]=1>>[CH:28]1[C:29]2[CH:30]([C:32]([NH:34][CH2:35][C:36]([NH:14][C@H:13]([C:12]([NH:11][C:6]3[CH:5]=[CH:4][CH:3]=[C:2]([CH3:1])[C:7]=3[C:8]([OH:10])=[O:9])=[O:18])[CH:15]([CH3:16])[CH3:17])=[O:37])=[O:33])[C:31]3[C:23](=[CH:22][CH:21]=[CH:20][CH:19]=3)[C:24]=2[CH:25]=[CH:26][CH:27]=1. Yields the product C1=CC=CC=2C3=CC=CC=C3C(C12)C(=O)NCC(=O)N[C@@H](C(C)C)C(=O)NC1=C(C(=O)O)C(=CC=C1)C (2-[[[N-(9-fluorenylcarbonyl)glycyl]-L-valyl]amino]-6-methylbenzoic acid). The yield is 33.4%. Procedure: 84 mg of 2-[[[N-(9-fluorenylcarbonyl)glycyl]-L-valyl]amino]-6-methylbenzoic acid was prepared exactly as in step c) of Example 3, except that 126 mg of 6-methyl-2-(L-valylamino)benzoic acid was subjected to a condensation reaction with 188 mg of N-(9-fluorenylcarbonyl)glycine in place of 9-fluorenyloxyacetic acid used in Example 3. Product: Cc3ccc(c1c(O)cccc1c2ccccc2)cc3. Starting materials: c1ccc3c(c1)oc2ccccc23 (substrate), Cc1ccc([Mg]Br)cc1 (effective_coupling_partner). Run at temperature 80 celsius, time 2 hour.